From a dataset of the Open Reaction Database (ORD), a public repository of structured organic reaction records. describe an organic reaction: reactants, conditions, products, and yield The reactants are OC=1C(=C(C=CC1OC)C=1C=C2COC(C2=CC1)=O)OC (5-(3-Hydroxy-2,4-dimethoxy-phenyl)-3H-isobenzofuran-1-one), C([O-])([O-])=O.[K+].[K+] (potassium carbonate), BrCC1=CC=C(C=C1)S(=O)(=O)N (4-bromomethyl-benzenesulfonamide). Run in C(C)#N (acetonitrile). Run at temperature 80 celsius. Product: COC1=C(OCC2=CC=C(C=C2)S(=O)(=O)N)C(=CC=C1C=1C=C2COC(C2=CC1)=O)OC (4-[2,6-Dimethoxy-3-(1-oxo-1,3-dihydro-isobenzofuran-5-yl)-phenoxymethyl]-benzenesulfonamide). Yield: 15.7%. Reaction SMILES: [OH:1][C:2]1[C:3]([O:20][CH3:21])=[C:4]([C:10]2[CH:11]=[C:12]3[C:16](=[CH:17][CH:18]=2)[C:15](=[O:19])[O:14][CH2:13]3)[CH:5]=[CH:6][C:7]=1[O:8][CH3:9].C(=O)([O-])[O-].[K+].[K+].Br[CH2:29][C:30]1[CH:35]=[CH:34][C:33]([S:36]([NH2:39])(=[O:38])=[O:37])=[CH:32][CH:31]=1>C(#N)C>[CH3:21][O:20][C:3]1[C:4]([C:10]2[CH:11]=[C:12]3[C:16](=[CH:17][CH:18]=2)[C:15](=[O:19])[O:14][CH2:13]3)=[CH:5][CH:6]=[C:7]([O:8][CH3:9])[C:2]=1[O:1][CH2:29][C:30]1[CH:31]=[CH:32][C:33]([S:36]([NH2:39])(=[O:38])=[O:37])=[CH:34][CH:35]=1 |f:1.2.3|. Procedure details: To a stirring solution of 5-(3-Hydroxy-2,4-dimethoxy-phenyl)-3H-isobenzofuran-1-one (80 mg, 0.279 mmol) in acetonitrile (10 mL) was added potassium carbonate (154 mg, 1.118 mmol) and 4-bromomethyl-benzenesulfonamide (104 mg, 0.418 mmol) and the resultant reaction mixture was heated to 80° C. for 16 h. The reaction mixture was filtered through celite and the filtrate was concentrated under reduced pressure. The obtained residue was purified by column chromatography (silica gel, 0-25% ethyl acetat... Reactants: CC=1C(NC(NC1)=S)=O (5-methyl-2-thiouracil), [OH-].[K+] (KOH), CI (MeI). Run in C(C)O (ethanol). Run at time 1 hour. Product: CC=1C(N=C(NC1)SC)=O (5-methyl-2-methylsulfanyl-1H-pyrimidin-4-one). Isolated yield 71.9%. RXN SMILES: [CH3:1][C:2]1[C:3](=[O:9])[NH:4][C:5](=[S:8])[NH:6][CH:7]=1.[OH-].[K+].[CH3:12]I>C(O)C>[CH3:1][C:2]1[C:3](=[O:9])[N:4]=[C:5]([S:8][CH3:12])[NH:6][CH:7]=1 |f:1.2|. Procedure: 5-methyl-2-thiouracil (2 g, 98%, 13.78 mmol, 1 eq) and KOH, 85%, (1.05 eq, 995 mg) were suspended in 25 ml of absolute ethanol and the mixture was stirred for 1 hour at room temperature. In the suspension was then added MeI (1.05 eq, 905 μl) dropwise and the suspension was heated at 65° C. (temperature on display of heating device) for 2 hours. Solvent was then evaporated. In the rest was added 100 ml of water and using ultrasound was suspended. The obtained precipitate was collected by filtrati... The reactants are C1CCOC1, CS(=O)(=O)Cl, Cl, CC(C)(C)c1ccc(Cn2c(=O)n(Cc3ccc(N)cc3)c3ccccc32)cc1, O, c1ccncc1. Yields the product CC(C)(C)c1ccc(Cn2c(=O)n(Cc3ccc(NS(C)(=O)=O)cc3)c3ccccc32)cc1. RXN SMILES: [CH2:43]1[O:44][CH2:45][CH2:46][CH2:47]1.[CH3:37][S:38]([Cl:39])(=[O:40])=[O:41].[ClH:7].[NH2:8][c:9]1[cH:10][cH:11][c:12]([CH2:13][n:14]2[c:15](=[O:34])[n:16]([CH2:23][c:24]3[cH:25][cH:26][c:27]([C:30]([CH3:31])([CH3:32])[CH3:33])[cH:28][cH:29]3)[c:17]3[c:18]2[cH:19][cH:20][cH:21][cH:22]3)[cH:35][cH:36]1.[OH2:42].[cH:1]1[cH:2][cH:3][n:4][cH:5][cH:6]1>>[NH:8]([c:9]1[cH:10][cH:11][c:12]([CH2:13][n:14]2[c:15](=[O:34])[n:16]([CH2:23][c:24]3[cH:25][cH:26][c:27]([C:30]([CH3:31])([CH3:32])[CH3:33])[cH:28][cH:29]3)[c:17]3[c:18]2[cH:19][cH:20][cH:21][cH:22]3)[cH:35][cH:36]1)[S:38]([CH3:37])(=[O:40])=[O:41]. The product is CN1C(CC(CC1(C)C)OC(CNC1CC(N(C(C1)(C)C)C)(C)C)=O)(C)C (N-(1,2,2,6,6-pentamethyl-4-piperidinyl)glycine(1,2,2,6,6-pentamethyl-4-piperidinyl)ester). Solvent: CCCCCCC (heptane), CCCCCCC (heptane). Reaction SMILES: [CH3:1][O:2][C:3](=[O:17])[CH2:4][NH:5][CH:6]1[CH2:11][C:10]([CH3:13])([CH3:12])[N:9]([CH3:14])[C:8]([CH3:16])([CH3:15])[CH2:7]1.[CH3:18][N:19]1[C:24]([CH3:26])([CH3:25])[CH2:23]C(O)[CH2:21][C:20]1([CH3:29])[CH3:28].[NH2-].[Li+].CO>CCCCCCC>[CH3:18][N:19]1[C:24]([CH3:26])([CH3:25])[CH2:23][CH:1]([O:2][C:3](=[O:17])[CH2:4][NH:5][CH:6]2[CH2:7][C:8]([CH3:16])([CH3:15])[N:9]([CH3:14])[C:10]([CH3:13])([CH3:12])[CH2:11]2)[CH2:21][C:20]1([CH3:29])[CH3:28] |f:2.3|. The yield is 78.6%. The reactants are CO (methanol), COC(CNC1CC(N(C(C1)(C)C)C)(C)C)=O (N-(1,2,2,6,6-pentamethyl-4-piperidinyl)glycine methyl ester), CN1C(CC(CC1(C)C)O)(C)C (1,2,2,6,6-pentamethyl-4-piperidinol), [NH2-].[Li+] (lithium amide). Reported procedure: To the same flask as used in Example 1 were added 24.2 g (0.1 mole) of N-(1,2,2,6,6-pentamethyl-4-piperidinyl)glycine methyl ester, 18.7 g (0.11 mole) of 1,2,2,6,6-pentamethyl-4-piperidinol, 0.23 g of lithium amide and 100 g of heptane. The temperature was raised with stirring, and reaction was carried out at 98° to 105° C. for 6 hours, during which methanol was removed from the reaction system by means of the Deanstark trap. After completion of the reaction, water was added to the reaction solu... Reactants: BrC1=CN=C2N1C=C(C(=N2)C2=CC=C(C=O)C=C2)C2=CC=CC=C2 (4-(3-bromo-6-phenylimidazo[1,2-a]pyrimidin-7-yl)benzaldehyde), C(=O)([O-])[O-].[K+].[K+] (K2CO3), C(CCC)[Sn](C=C)(CCCC)CCCC (tributyl(vinyl)stannane). Reagents/catalysts: Cl[Pd]([P](C1=CC=CC=C1)(C2=CC=CC=C2)C3=CC=CC=C3)([P](C4=CC=CC=C4)(C5=CC=CC=C5)C6=CC=CC=C6)Cl (PdCl2(PPh3)2), [N+](CC)(CC)(CC)CC.[Cl-] (Et4NCl). The solvent is C1CCOC1 (THF), O (water), ClCCl (dichloromethane). Reaction conditions: temperature 110 celsius. Yields the product C1(=CC=CC=C1)C=1C(=NC=2N(C1)C(=CN2)C=C)C2=CC=C(C=O)C=C2 (4-(6-phenyl-3-vinylimidazo[1,2-a]pyrimidin-7-yl)benzaldehyde). Reaction SMILES: Br[C:2]1[N:6]2[CH:7]=[C:8]([C:19]3[CH:24]=[CH:23][CH:22]=[CH:21][CH:20]=3)[C:9]([C:11]3[CH:18]=[CH:17][C:14]([CH:15]=[O:16])=[CH:13][CH:12]=3)=[N:10][C:5]2=[N:4][CH:3]=1.C([O-])([O-])=O.[K+].[K+].[CH2:31]([Sn](CCCC)(CCCC)C=C)[CH2:32]CC>[N+](CC)(CC)(CC)CC.[Cl-].C1COCC1.O.ClCCl.Cl[Pd](Cl)([P](C1C=CC=CC=1)(C1C=CC=CC=1)C1C=CC=CC=1)[P](C1C=CC=CC=1)(C1C=CC=CC=1)C1C=CC=CC=1>[C:19]1([C:8]2[C:9]([C:11]3[CH:18]=[CH:17][C:14]([CH:15]=[O:16])=[CH:13][CH:12]=3)=[N:10][C:5]3[N:6]([C:2]([CH:31]=[CH2:32])=[CH:3][N:4]=3)[CH:7]=2)[CH:24]=[CH:23][CH:22]=[CH:21][CH:20]=1 |f:1.2.3,5.6,^1:67,86|. Procedure: 500 mg 4-(3-bromo-6-phenylimidazo[1,2-a]pyrimidin-7-yl)benzaldehyde (prepared as described under example 11), 180 mg K2CO3, 215 mg Et4NCl, 25 mg PdCl2(PPh3)2 and 620 mg tributyl(vinyl)stannane are suspended in 10 ml THF. The mixture is heated to 110° C. for 45 min. This mixture is worked up by diluting with water and extraction with dichloromethane. The organic layers are dried over Na2SO4 and concentrated to yield the crude product, which is purified by chromatography on silica gel (ethyl aceta... Product: C(C)OC(C1=C(N=C(C=C1)OCC=1C(=NOC1C)C1=CC=CC=C1)C)=O (2-Methyl-6-(5-methyl-3-phenyl-isoxazol-4-ylmethoxy)-nicotinic acid ethyl ester). Starting materials: CC1=C(C(=NO1)C1=CC=CC=C1)CO ((5-methyl-3-phenyl-isoxazol-4-yl)-methanol), C(C)OC(C1=C(N=C(C=C1)O)C)=O (6-hydroxy-2-methyl-nicotinic acid ethyl ester). Procedure: As described for example 4, (5-methyl-3-phenyl-isoxazol-4-yl)-methanol (313 mg, 1.66 mmol) was converted using 6-hydroxy-2-methyl-nicotinic acid ethyl ester instead of 2-hydroxy-5-trifluoromethylpyridine to the title compound (SiO2, heptane:ethyl acetate=60:40 to 10:90, 322 mg, 55%) which was obtained as a colourless oil. MS: m/e=353.2 [M+H]+. Reaction SMILES: [CH3:1][C:2]1[O:6][N:5]=[C:4]([C:7]2[CH:12]=[CH:11][CH:10]=[CH:9][CH:8]=2)[C:3]=1[CH2:13][OH:14].[CH2:15]([O:17][C:18](=[O:27])[C:19]1[CH:24]=[CH:23][C:22](O)=[N:21][C:20]=1[CH3:26])[CH3:16]>>[CH2:15]([O:17][C:18](=[O:27])[C:19]1[CH:24]=[CH:23][C:22]([O:14][CH2:13][C:3]2[C:4]([C:7]3[CH:12]=[CH:11][CH:10]=[CH:9][CH:8]=3)=[N:5][O:6][C:2]=2[CH3:1])=[N:21][C:20]=1[CH3:26])[CH3:16]. Yield: 55.0%. Starting materials: CC(C)(C)OC(=O)N1CC(NC(=O)OCc2ccccc2)CC(C)(C(=O)[O-])C1, CO, [Na+], [OH-]. Product: CC(C)(C)OC(=O)N1CC(NC(=O)OCc2ccccc2)CC(C(=O)O)C1. RXN SMILES: [CH3:1][C:2]1([C:26](=[O:27])[O-:28])[CH2:3][N:4]([C:19](=[O:20])[O:21][C:22]([CH3:23])([CH3:24])[CH3:25])[CH2:5][CH:6]([NH:8][C:9](=[O:10])[O:11][CH2:12][c:13]2[cH:14][cH:15][cH:16][cH:17][cH:18]2)[CH2:7]1.[CH3:31][OH:32].[Na+:30].[OH-:29]>>[CH:2]1([C:26](=[O:27])[OH:28])[CH2:3][N:4]([C:19](=[O:20])[O:21][C:22]([CH3:23])([CH3:24])[CH3:25])[CH2:5][CH:6]([NH:8][C:9](=[O:10])[O:11][CH2:12][c:13]2[cH:14][cH:15][cH:16][cH:17][cH:18]2)[CH2:7]1. Starting materials: Mg, BrC=1C=C(C2=C(OC(O2)(F)F)C1)[Si](CC)(CC)CC ((6-bromo-2,2-difluoro-benzo[1,3]dioxol-4-yl)-triethyl-silane), C(=O)=O (CO2), [NH4+].[Cl-] (NH4Cl), BrC=1C=C(C2=C(OC(O2)(F)F)C1)[Si](CC)(CC)CC ((6-bromo-2,2-difluoro-benzo[1,3]dioxol-4-yl)-triethyl-silane), HClI. Run in C(C)OCC (diethyl ether). Reaction conditions: temperature 35 celsius, time 30 minute. The product is FC1(OC2=C(O1)C(=CC(=C2)C(=O)O)[Si](CC)(CC)CC)F (2,2-Difluoro-7-triethylsilanyl-benzo[1,3]dioxole-5-carboxylic acid). Reaction SMILES: Br[C:2]1[CH:3]=[C:4]([Si:13]([CH2:18][CH3:19])([CH2:16][CH3:17])[CH2:14][CH3:15])[C:5]2[O:9][C:8]([F:11])([F:10])[O:7][C:6]=2[CH:12]=1.[C:20](=[O:22])=[O:21].[NH4+].[Cl-]>C(OCC)C>[F:10][C:8]1([F:11])[O:9][C:5]2[C:4]([Si:13]([CH2:18][CH3:19])([CH2:16][CH3:17])[CH2:14][CH3:15])=[CH:3][C:2]([C:20]([OH:22])=[O:21])=[CH:12][C:6]=2[O:7]1 |f:2.3|. Reported procedure: 200 ml of anhydrous diethyl ether were poured to 1.9 g of Mg turnings and 2.0 g of (6-bromo-2,2-difluoro-benzo[1,3]dioxol-4-yl)-triethyl-silane (Eur. J. Org. Chem. 2004, 1, 64) added. The mixture was then stirred at 35° C. for 30 minutes. Then, the heating was shut down and 23.4 g of (6-bromo-2,2-difluoro-benzo[1,3]dioxol-4-yl)-triethyl-silane was added dropwise to the stirred mixture at a rate that ensured gentle boiling. Stirring was continued at 35° C. for 2 h. Then, the mixture was intensly ... Starting materials: NC1=CC=C(OC2=CC(=NC=C2)NCCCC)C=C1 (4-(4-Aminophenoxy)-2-butylaminopyridine), FC1=CC=C(C=C1)N=C=O (p-fluorophenyl isocyanate). Run in O1CCCC1 (tetrahydrofuran). Product: C(CCC)NC1=NC=CC(=C1)OC1=CC=C(C=C1)NC(=O)NC1=CC=C(C=C1)F (N-[4-(2-Butylaminopyridin-4-yl)oxyphenyl]-N′-(4-fluorophenyl)urea). Reaction SMILES: [NH2:1][C:2]1[CH:19]=[CH:18][C:5]([O:6][C:7]2[CH:12]=[CH:11][N:10]=[C:9]([NH:13][CH2:14][CH2:15][CH2:16][CH3:17])[CH:8]=2)=[CH:4][CH:3]=1.[F:20][C:21]1[CH:26]=[CH:25][C:24]([N:27]=[C:28]=[O:29])=[CH:23][CH:22]=1>O1CCCC1>[CH2:14]([NH:13][C:9]1[CH:8]=[C:7]([O:6][C:5]2[CH:18]=[CH:19][C:2]([NH:1][C:28]([NH:27][C:24]3[CH:25]=[CH:26][C:21]([F:20])=[CH:22][CH:23]=3)=[O:29])=[CH:3][CH:4]=2)[CH:12]=[CH:11][N:10]=1)[CH2:15][CH2:16][CH3:17]. Procedure: 4-(4-Aminophenoxy)-2-butylaminopyridine (54 mg), p-fluorophenyl isocyanate (34.5 mg) and tetrahydrofuran (5 ml) were stirred at room temperature for 2.5 hours. After adding NH type silica gel to the reaction solution, the solvent was distilled off under reduced pressure, and the reaction product was adsorbed onto the silica gel. The silica gel was charged into a dry column packed with NH type silica gel, and column purification was performed (hexane:ethyl acetate=1:1, followed by ethyl acetate)....